This data is from the Open Reaction Database (ORD), a public repository of structured organic reaction records. The task is: describe an organic reaction: reactants, conditions, products, and yield Reactants: O (water), C(C)(=O)O (acetic acid), OO (hydrogen peroxide), NC1=C(C=CC=C1)C(=O)C1=CC=C(C=C1)CC ((2-Aminophenyl) (4-ethylphenyl)methanone). Run in C(C)(=O)OO (peracetic acid). Conditions: temperature 25 celsius, time 60 hour. Product: C(C)C1=CC=C(C=C1)C=1ON=C2C1C=CC=C2 (3-(4-Ethylphenyl)-2,1-benzisoxazole). Yield: 55.0%. As a reaction SMILES: [NH2:1][C:2]1[CH:7]=[CH:6][CH:5]=[CH:4][C:3]=1[C:8]([C:10]1[CH:15]=[CH:14][C:13]([CH2:16][CH3:17])=[CH:12][CH:11]=1)=[O:9].C(O)(=O)C.OO.O>C(OO)(=O)C>[CH2:16]([C:13]1[CH:12]=[CH:11][C:10]([C:8]2[O:9][N:1]=[C:2]3[CH:7]=[CH:6][CH:5]=[CH:4][C:3]=23)=[CH:15][CH:14]=1)[CH3:17]. Reported procedure: (2-Aminophenyl) (4-ethylphenyl)methanone, 60 g, (0.27 mole) was dissolved in 700 ml of 3% peracetic acid (prepared by warming a mixture of 500 ml of glacial acetic acid and 200 ml of 30% hydrogen peroxide on a steam bath for 1/2 hr, followed by cooling to 25° C.). The solution was allowed to stand for 60 hr, then poured into two liters of water. The mixture was extracted with methylene chloride and the organic extracts were diluted with ethyl acetate and extracted with dilute sodium hydroxide. T... Starting materials: C1C(CC2=CC=CC=C12)=O (2-indanone), aqueous hydrochloric solution, [Cl-].[Ce+3].[Cl-].[Cl-] (cerium chloride), C(C)(C)(C)C1=CC=C(C=C1)[Mg]Br (4-t-Butylphenylmagnesium bromide). Solvent: C1CCOC1 (THF), C1CCOC1 (THF). Conditions: time 2 hour. Yields the product C(C)(C)(C)C1=CC=C(C=C1)C1(CC2=CC=CC=C2C1)O (2-(4-t-Butyl-phenyl)-2-indanol). Yield: 81.7%. As a reaction SMILES: [Cl-].[Ce+3].[Cl-].[Cl-].[C:5]([C:9]1[CH:14]=[CH:13][C:12]([Mg]Br)=[CH:11][CH:10]=1)([CH3:8])([CH3:7])[CH3:6].[CH2:17]1[C:25]2[C:20](=[CH:21][CH:22]=[CH:23][CH:24]=2)[CH2:19][C:18]1=[O:26]>C1COCC1>[C:5]([C:9]1[CH:14]=[CH:13][C:12]([C:18]2([OH:26])[CH2:19][C:20]3[C:25](=[CH:24][CH:23]=[CH:22][CH:21]=3)[CH2:17]2)=[CH:11][CH:10]=1)([CH3:8])([CH3:7])[CH3:6] |f:0.1.2.3|. Reported procedure: A suspension of anhydrous cerium chloride (40.60 g, 164.7 mmol) in THF(250 mL) was stirred at room temperature for 2 hours under nitrogen. 4-t-Butylphenylmagnesium bromide (70.0 mL of 2.0M solution in diethyl ether, 140.0 mmol) was added at 0 ° C. and stirred for 3.5 h. A solution of 2-indanone (14.21 g, 107.7 mmol) in THF (20 mL) was added at the same temperature. After stirring at 0° C. for 3 h, the mixture was allowed to warm to room temperature and kept at ambient temperature overnight (12 h... Reaction SMILES: [Br-:10].[Br:11][CH2:12][CH2:13][CH2:14][CH2:15][P+:16]([c:17]1[cH:18][cH:19][cH:20][cH:21][cH:22]1)([c:23]1[cH:24][cH:25][cH:26][cH:27][cH:28]1)[c:29]1[cH:30][cH:31][cH:32][cH:33][cH:34]1.[Cl:1][c:2]1[cH:3][cH:4][c:5]([CH:6]=[O:7])[cH:8][cH:9]1>>[Cl:1][c:2]1[cH:3][cH:4][c:5]([CH:6]=[CH:15][CH2:14][CH2:13][CH2:12][Br:11])[cH:8][cH:9]1. The product is Clc1ccc(C=CCCCBr)cc1. Reactants: [Br-], BrCCCC[P+](c1ccccc1)(c1ccccc1)c1ccccc1, O=Cc1ccc(Cl)cc1. Reactants: C([O-])([O-])=O.[Cs+].[Cs+] (cesium carbonate), CC1=C(C=C(C=C1)C=1N=NN(C1)C)O (2-methyl-5-(1-methyl-1H-[1,2,3]triazol-4-yl)-phenol), C(C)OC(=O)C=1C2=C(C(=NC1)Cl)C(=CS2)CBr (3-bromomethyl-4-chloro-thieno[3,2-c]pyridine-7-carboxylic acid ethyl ester). Solvent: O1CCCC1.CN(C=O)C (tetrahydrofuran N,N-dimethylformamide). Conditions: temperature 70 celsius, time 18 hour. Yields the product C(C)OC(=O)C=1C2=C(C(=NC1)Cl)C(=CS2)COC2=C(C=CC(=C2)C=2N=NN(C2)C)C (4-chloro-3-[2-methyl-5-(1-methyl-1H-[1,2,3]triazol-4-yl)-phenoxy-methyl]-thieno[3,2-c]pyridine-7-carboxylic acid ethyl ester). As a reaction SMILES: C(=O)([O-])[O-].[Cs+].[Cs+].[CH3:7][C:8]1[CH:13]=[CH:12][C:11]([C:14]2[N:15]=[N:16][N:17]([CH3:19])[CH:18]=2)=[CH:10][C:9]=1[OH:20].[CH2:21]([O:23][C:24]([C:26]1[C:27]2[S:35][CH:34]=[C:33]([CH2:36]Br)[C:28]=2[C:29]([Cl:32])=[N:30][CH:31]=1)=[O:25])[CH3:22]>O1CCCC1.CN(C)C=O>[CH2:21]([O:23][C:24]([C:26]1[C:27]2[S:35][CH:34]=[C:33]([CH2:36][O:20][C:9]3[CH:10]=[C:11]([C:14]4[N:15]=[N:16][N:17]([CH3:19])[CH:18]=4)[CH:12]=[CH:13][C:8]=3[CH3:7])[C:28]=2[C:29]([Cl:32])=[N:30][CH:31]=1)=[O:25])[CH3:22] |f:0.1.2,5.6|. Reported procedure: A suspension of cesium carbonate (0.56 g, 1.73 mmol) (Aldrich), 2-methyl-5-(1-methyl-1H-[1,2,3]triazol-4-yl)-phenol (0.24 g, 1.27 mmol) (from Example 21 supra) in tetrahydrofuran-N,N-dimethylformamide (5:2, 17.5 mL) was heated at 70° C. for 3 hours. 3-Bromomethyl-4-chloro-thieno[3,2-c]pyridine-7-carboxylic acid ethyl ester (0.40 g, 1.15 mmol) (from Example 1 supra) was added. Heating was continued for 18 hours. The reaction mixture was partitioned between ethyl acetate and water. The aqueous pha... Starting materials: ClC(=O)OC(C)Cl (1-chloroethyl chloroformate), C(C1=CC=CC=C1)N1CCC(CC1)(F)F (N-benzyl-4,4-difluoropiperidine), resultant mixture. Run in C(Cl)Cl (methylene chloride). Product: Cl.FC1(CCNCC1)F (4,4-Difluoropiperidine hydrochloride). Yield: 87.0%. Reaction SMILES: [Cl:1]C(OC(Cl)C)=O.C([N:15]1[CH2:20][CH2:19][C:18]([F:22])([F:21])[CH2:17][CH2:16]1)C1C=CC=CC=1>C(Cl)Cl>[ClH:1].[F:21][C:18]1([F:22])[CH2:19][CH2:20][NH:15][CH2:16][CH2:17]1 |f:3.4|. Procedure: In an argon atmosphere, 1-chloroethyl chloroformate (2.62 mL) was added dropwise to the above-obtained N-benzyl-4,4-difluoropiperidine (4.66 g) in methylene chloride (93 mL) at 0° C., and the resultant mixture was stirred at 55° C. for 2 hours, and then cooled in air. The reaction solvent was removed under reduced pressure, and the residue in methanol (93 mL) was refluxed under heat for 4 hours, and then cooled in air. The reaction solvent was removed under reduced pressure, to thereby give the ... Starting materials: ClC1=C(C(=CC=C1)Cl)C=1SC=C(N1)CO ((2-(2,6-dichlorophenyl)thiazol-4-yl)methanol), I(=O)(=O)C1=C(C(=O)O)C=CC=C1 (2-iodoxybenzoic acid). Run in CCOC(=O)C (EtOAc). Run at temperature 70 celsius, time 18 hour. Yields the product ClC1=C(C(=CC=C1)Cl)C=1SC=C(N1)C=O (2-(2,6-Dichlorophenyl)thiazole-4-carbaldehyde). The yield is 102.1%. Reaction SMILES: [Cl:1][C:2]1[CH:7]=[CH:6][CH:5]=[C:4]([Cl:8])[C:3]=1[C:9]1[S:10][CH:11]=[C:12]([CH2:14][OH:15])[N:13]=1.I(C1C=CC=CC=1C(O)=O)(=O)=O>CCOC(C)=O>[Cl:1][C:2]1[CH:7]=[CH:6][CH:5]=[C:4]([Cl:8])[C:3]=1[C:9]1[S:10][CH:11]=[C:12]([CH:14]=[O:15])[N:13]=1. Procedure: To a stirred solution of (2-(2,6-dichlorophenyl)thiazol-4-yl)methanol (5.8 g, 22 mmol) in EtOAc (200 mL) at room temperature was added 2-iodoxybenzoic acid (12.5 g, 44.6 mmol). The resulting mixture was warmed to 70° C. and stirred for 18 hours. The solid was removed via filtration, and the filtrate concentrated under reduced pressure to afford the desired product as a white solid (5.8 g, ˜100% yield), which was used in the next step without further purification. Starting materials: C1(CCCC2=CC=CC=C12)=O (1-tetralone), FC(C(=O)OC(C(F)(F)F)=O)(F)F (trifluoroacetic anhydride), [N+](=O)([O-])[O-].[NH4+] (ammonium nitrate), ice NaCl, ice. Solvent: C(Cl)Cl (methylene chloride). Yields the product [N+](=O)([O-])C1=CC=C2CCCC(C2=C1)=O (7-nitro-1-tetralone). Yield: 41.2%. Reaction SMILES: [C:1]1(=[O:11])[C:10]2[C:5](=[CH:6][CH:7]=[CH:8][CH:9]=2)[CH2:4][CH2:3][CH2:2]1.FC(F)(F)C(OC(=O)C(F)(F)F)=O.[N+:25]([O-])([O-:27])=[O:26].[NH4+]>C(Cl)Cl>[N+:25]([C:8]1[CH:9]=[C:10]2[C:5]([CH2:4][CH2:3][CH2:2][C:1]2=[O:11])=[CH:6][CH:7]=1)([O-:27])=[O:26] |f:2.3|. Reported procedure: 14.62 g of 1-tetralone in 45 ml of methylene chloride were treated with 29.3 ml of trifluoroacetic anhydride and 8.40 g of ammonium nitrate while cooling with ice/NaCl. After 18 hours the mixture was poured cautiously into an ice/conc. NaOH solution and extracted with diethyl ether. The organic phase was washed in succession with soda solution and NaCl solution, dried and evaporated. Flash chromatography on silica gel (hexane/ethyl acetate=9/2) followed by recrystallization from hexane/ethyl ace...